This data is from the Open Reaction Database (ORD), a public repository of structured organic reaction records. The task is: describe an organic reaction: reactants, conditions, products, and yield Reactants: C(C)(C)(C)OC(NC1CC2N(CCC3=CC(=C(C=C23)OC)OC)CC1C(=O)N1CCCC1)=O ((RS,RS,RS)-[9,10-dimethoxy-3-(pyrrolidine-1-carbonyl)-1,3,4,6,7,11b-hexahydro-2H-pyrido [2,1-a]isoquinolin-2-yl]-carbamic acid tert-butyl ester), C(Cl)Cl.CO.[NH4+].[OH-] (CH2Cl2 MeOH NH4OH). Run in Cl (hydrogen chloride). Yields the product C(Cl)Cl.CO.[NH4+].[OH-] (CH2Cl2 MeOH NH4OH), NC1CC2N(CCC3=CC(=C(C=C23)OC)OC)CC1C(=O)N1CCCC1 ((RS,RS,RS)-(2-Amino-9,10-dimethoxy-1,3,4,6,7,11b-hexahydro-2H-pyrido [2,1-a]isoquinolin-3-yl)-pyrrolidin-1-yl-methanone). Yield: 74.0%. As a reaction SMILES: [C:1]([O:5]C(=O)[NH:7][CH:8]1[CH:25]([C:26]([N:28]2[CH2:32][CH2:31][CH2:30][CH2:29]2)=[O:27])[CH2:24][N:11]2[CH2:12][CH2:13][C:14]3[C:19]([CH:10]2[CH2:9]1)=[CH:18][C:17]([O:20][CH3:21])=[C:16]([O:22][CH3:23])[CH:15]=3)(C)(C)C.[CH2:34]([Cl:36])[Cl:35].C[OH:38].[NH4+].[OH-]>Cl>[CH2:34]([Cl:36])[Cl:35].[CH3:1][OH:5].[NH4+:7].[OH-:38].[NH2:7][CH:8]1[CH:25]([C:26]([N:28]2[CH2:29][CH2:30][CH2:31][CH2:32]2)=[O:27])[CH2:24][N:11]2[CH2:12][CH2:13][C:14]3[C:19]([CH:10]2[CH2:9]1)=[CH:18][C:17]([O:20][CH3:21])=[C:16]([O:22][CH3:23])[CH:15]=3 |f:1.2.3.4,6.7.8.9|. Reported procedure: A solution of (RS,RS,RS)-[9,10-dimethoxy-3-(pyrrolidine-1-carbonyl)-1,3,4,6,7,11b-hexahydro-2H-pyrido [2,1-a]isoquinolin-2-yl]-carbamic acid tert-butyl ester (55 mg, 0.12 mmol) in hydrogen chloride solution (4 M in dioxane, 1 mL) was stirred 1 h at r.t., then neutralized with CH2Cl2/MeOH/NH4OH 90:10:0.25 and evaporated. Chromatography of the residue (SiO2, CH2Cl2/MeOH/NH4OH 90:10:0.25) afforded the title compound (32 mg, 74%). Off-white foam, MS (ISP) 359.6 (M+). Reactants: CC#N (CH3CN), C(=O)(O)[O-].[Na+] (NaHCO3), C(=O)(C(F)(F)F)O (TFA), O=C1N(C=CC(=C1)C1=NC(=NC=C1)NC1CCOCC1)CC=1N(C2=CC=CC=C2C1)C(=O)OC(C)(C)C (tert-butyl 2-((2-oxo-4-(2-((tetrahydro-2H-pyran-4-yl)amino)pyrimidin-4-yl)pyridin-1(2H)-yl)methyl)-1H-indole-1-carboxylate), O=C1N(C=CC(=C1)C1=NC(=NC=C1)NC1CCOCC1)CC=1N(C2=CC=CC=C2C1)C(=O)OC(C)(C)C (tert-butyl 2-((2-oxo-4-(2-((tetrahydro-2H-pyran-4-yl)amino)pyrimidin-4-yl)pyridin-1(2H)-yl)methyl)-1H-indole-1-carboxylate). The solvent is ClCCl (dichloromethane). Reaction conditions: time 2 hour. Yields the product N1C(=CC2=CC=CC=C12)CN1C(C=C(C=C1)C1=NC(=NC=C1)NC1CCOCC1)=O (1-((1H-indol-2-yl)methyl)-4-(2-(tetrahydro-2H-pyran-4-ylamino)pyrimidin-4-yl)pyridin-2(1H)-one). Yield: 46.7%. As a reaction SMILES: C(O)(C(F)(F)F)=O.[O:8]=[C:9]1[CH:14]=[C:13]([C:15]2[CH:20]=[CH:19][N:18]=[C:17]([NH:21][CH:22]3[CH2:27][CH2:26][O:25][CH2:24][CH2:23]3)[N:16]=2)[CH:12]=[CH:11][N:10]1[CH2:28][C:29]1[N:30](C(OC(C)(C)C)=O)[C:31]2[C:36]([CH:37]=1)=[CH:35][CH:34]=[CH:33][CH:32]=2.C([O-])(O)=O.[Na+].CC#N>ClCCl>[NH:30]1[C:31]2[C:36](=[CH:35][CH:34]=[CH:33][CH:32]=2)[CH:37]=[C:29]1[CH2:28][N:10]1[CH:11]=[CH:12][C:13]([C:15]2[CH:20]=[CH:19][N:18]=[C:17]([NH:21][CH:22]3[CH2:27][CH2:26][O:25][CH2:24][CH2:23]3)[N:16]=2)=[CH:14][C:9]1=[O:8] |f:2.3|. Procedure: TFA (2 mL) was added to a solution of tert-butyl 2-((2-oxo-4-(2-((tetrahydro-2H-pyran-4-yl)amino)pyrimidin-4-yl)pyridin-1(2H)-yl)methyl)-1H-indole-1-carboxylate (130 mg, 0.32 mmol) in dichloromethane (3 mL) at 20° C. The mixture was stirred at room temperature for 2 hours. LC-MS showed the tert-butyl 2-((2-oxo-4-(2-((tetrahydro-2H-pyran-4-yl)amino)pyrimidin-4-yl)pyridin-1(2H)-yl)methyl)-1H-indole-1-carboxylate had disappeared. The reaction mixture was adjusted to a pH of around 8-9 with saturate...